This data is from the Open Reaction Database (ORD), a public repository of structured organic reaction records. The task is: describe an organic reaction: reactants, conditions, products, and yield Reactants: C1CCOC1, Cl, COC(=O)Cc1ccc2nc(-c3cn(C)c4cc(F)ccc34)oc2c1, [Na+], [OH-]. Product: Cn1cc(-c2nc3ccc(CC(=O)O)cc3o2)c2ccc(F)cc21. As a reaction SMILES: [CH2:26]1[O:27][CH2:28][CH2:29][CH2:30]1.[ClH:33].[F:1][c:2]1[cH:3][cH:4][c:5]2[c:6](-[c:12]3[o:13][c:14]4[c:15]([n:16]3)[cH:17][cH:18][c:19]([CH2:21][C:22](=[O:23])[O:24][CH3:25])[cH:20]4)[cH:7][n:8]([CH3:11])[c:9]2[cH:10]1.[Na+:32].[OH-:31]>>[F:1][c:2]1[cH:3][cH:4][c:5]2[c:6](-[c:12]3[o:13][c:14]4[c:15]([n:16]3)[cH:17][cH:18][c:19]([CH2:21][C:22](=[O:23])[OH:24])[cH:20]4)[cH:7][n:8]([CH3:11])[c:9]2[cH:10]1. Starting materials: CO[Sn](CCCC)(CCCC)CCCC (methoxytributylstannane), C(C)(=O)OC1=CCCC2=CC(=CC=C12)Cl (6-chloro-3,4-dihydronaphthalen-1-yl acetate). Product: ClC=1C=C2CCC=C(C2=CC1)O[Sn](CCCC)(CCCC)CCCC (6-chloro-3,4-dihydro-1-tributylstannyloxynaphthalene). RXN SMILES: [CH3:1][O:2][Sn:3]([CH2:12][CH2:13][CH2:14][CH3:15])([CH2:8][CH2:9][CH2:10][CH3:11])[CH2:4][CH2:5][CH2:6][CH3:7].C(OC1[C:29]2[C:24](=[CH:25][C:26]([Cl:30])=[CH:27][CH:28]=2)[CH2:23][CH2:22][CH:21]=1)(=O)C>>[Cl:30][C:26]1[CH:25]=[C:24]2[C:29](=[CH:28][CH:27]=1)[C:1]([O:2][Sn:3]([CH2:8][CH2:9][CH2:10][CH3:11])([CH2:4][CH2:5][CH2:6][CH3:7])[CH2:12][CH2:13][CH2:14][CH3:15])=[CH:21][CH2:22][CH2:23]2. Procedure details: In accordance with synthesis scheme 3, 1 mol of known 6-chloro-1-tetralone is refluxed for 5 h together with 2 mol of isopropenyl acetate and 1 g of p-toluenesulfonic acid while the acetone formed is distilled off continuously. After cooling to room temperature, the excess isopropenyl acetate is distilled off, and the residue is shaken with 500 ml of tert-butyl methyl ether and 250 ml of water. The organic phase is dried using sodium sulfate and evaporated, and the residue is distilled under red... The reactants are C(C)(C)NCC=1C=C(C=CC1)C1=C(C=CC(=C1)[N+](=O)[O-])OC (2-(3-(N-Isopropylamino)methylphenyl)-4-nitroanisole). Reagents/catalysts: [Pd] (Pd/C). Run in CO.C1CCOC1 (MeOH THF). Conditions: time 16 hour. Product: C(C)(C)NCC=1C=C(C=CC1)C=1C=C(N)C=CC1OC (3-[3-(N-isopropylamino)methylphenyl]-4-methoxyaniline). Isolated yield 94.9%. As a reaction SMILES: [CH:1]([NH:4][CH2:5][C:6]1[CH:7]=[C:8]([C:12]2[CH:17]=[C:16]([N+:18]([O-])=O)[CH:15]=[CH:14][C:13]=2[O:21][CH3:22])[CH:9]=[CH:10][CH:11]=1)([CH3:3])[CH3:2]>CO.C1COCC1.[Pd]>[CH:1]([NH:4][CH2:5][C:6]1[CH:7]=[C:8]([C:12]2[CH:17]=[C:16]([CH:15]=[CH:14][C:13]=2[O:21][CH3:22])[NH2:18])[CH:9]=[CH:10][CH:11]=1)([CH3:3])[CH3:2] |f:1.2|. Procedure details: 2-(3-(N-Isopropylamino)methylphenyl)-4-nitroanisole (120 mg, 0.39 mmol) was dissolved in MeOH/THF (5 mL:5 mL), and 10% Pd/C (20 mg) was added. The slurry was stirred at room temperature under an atmosphere of H2 for 16 h. The slurry was then filtered and evaporated to afford 3-[3-(N-isopropylamino)methylphenyl]-4-methoxyaniline as a brown oil (101 mg, 0.37 mmol, 96%). Starting materials: C(C)(C)(C)S(=O)N=CCC(C(=O)OCC)C (ethyl 4-((tert-butylsulfinyl)imino)-2-methylbutanoate), BrC1=C(C=CC=C1F)OCC (2-bromo-1-ethoxy-3-fluorobenzene), [Li]CCCC (n-BuLi), hexanes, [NH4+].[Cl-] (NH4Cl). Solvent: C1CCOC1 (THF), C1CCOC1 (THF), O (water), CCOCC (Et2O). Conditions: temperature -78 celsius, time 5 minute. Yields the product CC(C)(S(=O)NC(CC(C(=O)OCC)C)C1=C(C=CC=C1F)OCC)C (ethyl 4-(1,1-dimethylethylsulfinamido)-4-(2-ethoxy-6-fluorophenyl)-2-methylbutanoate). RXN SMILES: Br[C:2]1[C:7]([F:8])=[CH:6][CH:5]=[CH:4][C:3]=1[O:9][CH2:10][CH3:11].[Li]CCCC.[C:17]([S:21]([N:23]=[CH:24][CH2:25][CH:26]([CH3:32])[C:27]([O:29][CH2:30][CH3:31])=[O:28])=[O:22])([CH3:20])([CH3:19])[CH3:18].[NH4+].[Cl-]>C1COCC1.O.CCOCC>[CH3:19][C:17]([CH3:20])([S:21]([NH:23][CH:24]([C:2]1[C:7]([F:8])=[CH:6][CH:5]=[CH:4][C:3]=1[O:9][CH2:10][CH3:11])[CH2:25][CH:26]([CH3:32])[C:27]([O:29][CH2:30][CH3:31])=[O:28])=[O:22])[CH3:18] |f:3.4|. Procedure details: A cooled (−78° C.) solution of 2-bromo-1-ethoxy-3-fluorobenzene (3.520 g; 16.10 mmol) in anh. THF (60 ml), under nitrogen, was treated dropwise with a solution of 1.6 M n-BuLi in hexanes (10.05 ml; 16.10 mmol). The resulting solution was further stirred at −78° C. for 5 min. A solution of ethyl 4-((tert-butylsulfinyl)imino)-2-methylbutanoate (2.650 g; 10.70 mmol) in anh. THF (20 ml) was then added dropwise to the cooled reaction mixture, and stirring at −78° C. was continued for 30 min. The resu...